Dataset: the Open Reaction Database (ORD), a public repository of structured organic reaction records. Task: describe an organic reaction: reactants, conditions, products, and yield Reactants: CCO, O=C(O)Cc1c(Cl)cccc1Cl, N#CCc1c(Cl)cccc1Cl, O=C(Cl)C(=O)Cl, [K+], CN(C)C=O, [OH-], O, c1ccccc1. The product is O=C(Cl)Cc1c(Cl)cccc1Cl. As a reaction SMILES: [CH3:32][CH2:33][OH:34].[Cl:14][c:15]1[c:16]([CH2:22][C:23](=[O:24])[OH:25])[c:17]([Cl:21])[cH:18][cH:19][cH:20]1.[Cl:1][c:2]1[cH:3][cH:4][cH:5][c:6]([Cl:7])[c:8]1[CH2:9][C:10]#[N:11].[Cl:26][C:27]([C:28]([Cl:29])=[O:30])=[O:31].[K+:13].[O:41]=[CH:42][N:43]([CH3:44])[CH3:45].[OH-:12].[OH2:46].[cH:35]1[cH:36][cH:37][cH:38][cH:39][cH:40]1>>[Cl:1][C:23]([CH2:22][c:16]1[c:15]([Cl:14])[cH:20][cH:19][cH:18][c:17]1[Cl:21])=[O:25]. Reaction conditions: time 15 minute. Starting materials: CNCCN(C)C (N,N,N-trimethylethylenediamine), [Li]CCCC (n-BuLi), CI (Methyl iodide), C(C)(C)[N-]C(C)C.[Li+] (lithium diisopropylamide), NH4OAc, CC1=CC=CC(=N1)C=O (6-methyl-2-pyridine-carboxaldehyde). Reaction SMILES: CNCCN(C)C.[Li][CH2:9][CH2:10][CH2:11][CH3:12].CC1[N:19]=[C:18]([CH:20]=[O:21])[CH:17]=[CH:16]C=1.C([N-]C(C)C)(C)C.[Li+].CI>C1COCC1.O>[CH2:11]([C:10]1[N:19]=[C:18]([CH:20]=[O:21])[CH:17]=[CH:16][CH:9]=1)[CH3:12] |f:3.4|. Procedure: To a solution of N,N,N-trimethylethylenediamine (4.29 mL, 33 mmol) in THF (20 mL) at -25° C. was added n-BuLi (13.2 mL, 2.5M in hexanes, 33 mmol). This solution was stirred 15 minutes, then transferred into a -78° C. solution of 6-methyl-2-pyridine-carboxaldehyde (3.63 g, 30 mmol) in THF (80 mL). After stirring 30 minutes at -78° C., a THF (50 mL) solution of lithium diisopropylamide (33 mmol) was added and the now dark red mixture was stirred 1 hour at -78° C. Methyl iodide (5.68 g, 40 mmol) in... The solvent is C1CCOC1 (THF), C1CCOC1 (THF), C1CCOC1 (THF), C1CCOC1 (THF), O (Water). The product is C(C)C1=CC=CC(=N1)C=O (6-Ethyl-2-pyridinecarboxaldehyde). The yield is 16.3%. The reactants are Cc1ccc(C(NC(=O)Cc2ccc(C=CC(=O)O)cc2)c2ccccc2N2CCCCC2)cc1, CO, [H][H], [Pd]. The product is Cc1ccc(C(NC(=O)Cc2ccc(CCC(=O)O)cc2)c2ccccc2N2CCCCC2)cc1. RXN SMILES: [CH3:1][c:2]1[cH:3][cH:4][c:5]([CH:8]([c:9]2[c:10]([N:15]3[CH2:16][CH2:17][CH2:18][CH2:19][CH2:20]3)[cH:11][cH:12][cH:13][cH:14]2)[NH:21][C:22](=[O:23])[CH2:24][c:25]2[cH:26][cH:27][c:28]([CH:29]=[CH:30][C:31](=[O:32])[OH:33])[cH:34][cH:35]2)[cH:6][cH:7]1.[CH3:38][OH:39].[H:36][H:37].[Pd:40]>>[CH3:1][c:2]1[cH:3][cH:4][c:5]([CH:8]([c:9]2[c:10]([N:15]3[CH2:16][CH2:17][CH2:18][CH2:19][CH2:20]3)[cH:11][cH:12][cH:13][cH:14]2)[NH:21][C:22](=[O:23])[CH2:24][c:25]2[cH:26][cH:27][c:28]([CH2:29][CH2:30][C:31](=[O:32])[OH:33])[cH:34][cH:35]2)[cH:6][cH:7]1. Starting materials: O=C(NC(Cl)C(Cl)(Cl)Cl)c1ccc(Br)cc1, O=C(NC(O)C(Cl)(Cl)Cl)c1ccc(Br)cc1, ClC(Cl)Cl, Nc1ccc(Cl)cc1. Product: O=C(NC(Nc1ccc(Cl)cc1)C(Cl)(Cl)Cl)c1ccc(Br)cc1. As a reaction SMILES: [Br:17][c:18]1[cH:19][cH:20][c:21]([C:22]([NH:23][CH:24]([Cl:25])[C:26]([Cl:27])([Cl:28])[Cl:29])=[O:30])[cH:31][cH:32]1.[Br:1][c:2]1[cH:3][cH:4][c:5]([C:6](=[O:7])[NH:8][CH:9]([C:10]([Cl:11])([Cl:12])[Cl:13])[OH:14])[cH:15][cH:16]1.[CH:41]([Cl:42])([Cl:43])[Cl:44].[NH2:33][c:34]1[cH:35][cH:36][c:37]([Cl:38])[cH:39][cH:40]1>>[Br:1][c:2]1[cH:3][cH:4][c:5]([C:6](=[O:7])[NH:8][CH:9]([C:10]([Cl:11])([Cl:12])[Cl:13])[NH:33][c:34]2[cH:35][cH:36][c:37]([Cl:38])[cH:39][cH:40]2)[cH:15][cH:16]1. Starting materials: C([O-])(O)=O.[Na+] (sodium bicarbonate), C(C)(C)(C)[SiH2]OC([C@H]1[C@H](OC(O1)(C)C)COC=1C=CC2=C(C(C=3OC=4C=CC=NC4C3C2=O)(C)C)C1)(C)C (8-[(4R,5R)-5-(tert-butyl-dimethyl-silanyloxymethyl)-2,2-dimethyl-[1,3]dioxolan-4-yl methoxy]-10,10-dimethyl-10H-11-oxa-4-aza-benzo[b] fluoren-5-one), CO (MeOH), S(O)(O)(=O)=O (sulfuric acid). Solvent: C1CCOC1 (THF). Reaction conditions: temperature 57.5 celsius. Product: CC1(C2=C(C(C=3C=4N=CC=CC4OC13)=O)C=CC(=C2)OC[C@H]([C@@H](CO)O)O)C (10,10-Dimethyl-8-((2R,3R)-2,3,4-trihydroxy-butoxy)-10H-11-oxa-4-aza-benzo[b]fluoren-5-one). Yield: 28.1%. RXN SMILES: C([SiH2][O:6][C:7](C)(C)[C@@H:8]1[O:12]C(C)(C)[O:10][C@@H:9]1[CH2:15][O:16][C:17]1[CH:18]=[CH:19][C:20]2[C:32](=[O:33])[C:31]3[C:30]4[N:29]=[CH:28][CH:27]=[CH:26][C:25]=4[O:24][C:23]=3[C:22]([CH3:35])([CH3:34])[C:21]=2[CH:36]=1)(C)(C)C.CO.S(=O)(=O)(O)O.C(=O)(O)[O-].[Na+]>C1COCC1>[CH3:34][C:22]1([CH3:35])[C:23]2[O:24][C:25]3[CH:26]=[CH:27][CH:28]=[N:29][C:30]=3[C:31]=2[C:32](=[O:33])[C:20]2[CH:19]=[CH:18][C:17]([O:16][CH2:15][C@@H:9]([OH:10])[C@H:8]([OH:12])[CH2:7][OH:6])=[CH:36][C:21]1=2 |f:3.4|. Procedure: To the mixture of 8-[(4R,5R)-5-(tert-butyl-dimethyl-silanyloxymethyl)-2,2-dimethyl-[1,3]dioxolan-4-yl methoxy]-10,10-dimethyl-10H-11-oxa-4-aza-benzo[b] fluoren-5-one (Compound GT15-6, 27 mg), MeOH (0.1 ml) and THF (0.3 ml), 0.5 N sulfuric acid (0.1 ml) was added, and the mixture was stirred and heated at 55 to 60° C. for 4 hrs. The reaction mixture was neutralized with saturated aqueous solution of sodium bicarbonate. The resulting solid was filtered and washed with diethyl ether. The filtrate w... The reactants are C([O-])([O-])=O.[K+].[K+] (potassium carbonate), FC1=CC=C(C=O)C=C1 (4-flurobenzaldehyde), C1(=CC=CC=C1)O (phenol), C([O-])(O)=O.[Na+] (sodium bicarbonate). Reaction conditions: temperature 150 celsius, time 2 day. The product is O(C1=CC=CC=C1)C1=CC=C(C=O)C=C1 (4-Phenoxy-benzaldehyde). RXN SMILES: C(=O)([O-])[O-].[K+].[K+].F[C:8]1[CH:15]=[CH:14][C:11]([CH:12]=[O:13])=[CH:10][CH:9]=1.[C:16]1([OH:22])[CH:21]=[CH:20][CH:19]=[CH:18][CH:17]=1.C(=O)(O)[O-].[Na+]>>[O:22]([C:8]1[CH:15]=[CH:14][C:11]([CH:12]=[O:13])=[CH:10][CH:9]=1)[C:16]1[CH:21]=[CH:20][CH:19]=[CH:18][CH:17]=1 |f:0.1.2,5.6|. Procedure: A suspension of potassium carbonate (1 eq.), 4-flurobenzaldehyde, and phenol (1.2 eq.) was heated to 150° C. and stirred for two days. The reaction was allowed to cool to room temperature and poured into saturated aq. sodium bicarbonate and ice. The solution was extracted with ether. The combined organic layers were washed with water and dried with Na2SO4. Concentration under vacuum gave pure product as an orange oil. Starting materials: salt, [I-].C[N+]1(CCCCCCCC1)C (N,N-dimethylazonanium iodide), O (water), [OH-] (hydroxide). Yields the product [OH-].C[N+]1(CCCCCCCC1)C (N,N-dimethylazonanium hydroxide). As a reaction SMILES: [I-].[CH3:2][N+:3]1([CH3:12])[CH2:11][CH2:10][CH2:9][CH2:8][CH2:7][CH2:6][CH2:5][CH2:4]1.[OH2:13].[OH-]>>[OH-:13].[CH3:2][N+:3]1([CH3:12])[CH2:4][CH2:5][CH2:6][CH2:7][CH2:8][CH2:9][CH2:10][CH2:11]1 |f:0.1,4.5|. Reported procedure: A 3-neck round-bottom flask (equipped with a mechanical stirrer, a heating mantle and reflux condenser) was charged with a one molar equivalent of azonane in enough methanol to make a 0.5M concentration solution with respect to azonane. To this solution, 1.5 molar equivalent of potassium bicarbonate was added. The solution was stirred for several minutes and then 2.5 molar equivalent of methyl iodide was added dropwise via an addition funnel. Once the addition of methyl iodide was completed, the... Starting materials: OC=1C=C(C=CC1)C1CCNCC1 (4-(3-hydroxyphenyl)piperidine), hydrochloride salt, CO (methanol), C29H2Cl2N2O2, ClC=1C=C(C=CC1Cl)[C@@H](CN(C(C1=CC=CC=C1)=O)C)CC=O ((S)-N-[2-(3,4-dichlorophenyl)-4-oxobutyl]-N-methylbenzamide), ClCCl (dichloromethane), CO (methanol). Run in O (H2O). The product is Cl.ClC=1C=C(C=CC1Cl)[C@@H](CN(C(C1=CC=CC=C1)=O)C)CCN1CCC(CC1)C1=CC(=CC=C1)O ((S)-N-[2-(3,4-Dichlorophenyl)-4-[4-(3-hydroxyphenyl)piperidino]butyl]-N-methylbenzamide hydrochloride). RXN SMILES: [OH:1][C:2]1[CH:3]=[C:4]([CH:8]2[CH2:13][CH2:12][NH:11][CH2:10][CH2:9]2)[CH:5]=[CH:6][CH:7]=1.[Cl:14][C:15]1[CH:16]=[C:17]([C@H:22]([CH2:34][CH:35]=O)[CH2:23][N:24]([CH3:33])[C:25](=[O:32])[C:26]2[CH:31]=[CH:30][CH:29]=[CH:28][CH:27]=2)[CH:18]=[CH:19][C:20]=1[Cl:21].ClCCl.CO>O>[ClH:14].[Cl:14][C:15]1[CH:16]=[C:17]([C@H:22]([CH2:34][CH2:35][N:11]2[CH2:12][CH2:13][CH:8]([C:4]3[CH:5]=[CH:6][CH:7]=[C:2]([OH:1])[CH:3]=3)[CH2:9][CH2:10]2)[CH2:23][N:24]([CH3:33])[C:25](=[O:32])[C:26]2[CH:27]=[CH:28][CH:29]=[CH:30][CH:31]=2)[CH:18]=[CH:19][C:20]=1[Cl:21] |f:5.6|. Procedure details: Using a procedure similar to that described in Example 1 (alternative preparation), except using 4-(3-hydroxyphenyl)piperidine and (S)-N-[2-(3,4-dichlorophenyl)-4-oxobutyl]-N-methylbenzamide, the title compound was prepared. Chromatography with dichloromethane:methanol followed by conversion to the hydrochloride salt gave a white solid; mp 178°-182° C.; MS: 511; NMR (CD3OD): 1.8-2.3 (m, 6), 2.8 (s, 3), 2.8-3.3 (m, 6), 3.4-3.9 (m, 4), 6.6-6.7 (m, 3), 7.0 (d, J=7, 1), 7.1-7.2 (m, 3), 7.3-7.6 (m, 6... The reactants are ClCCl, CCC1N=C(c2ccccc2Cl)c2cc(F)ccc2N(C(C)(C)C(=O)OC)C1=O, O, S=P12SP3(=S)SP(=S)(S1)SP(=S)(S2)S3, c1ccncc1. Product: CCC1N=C(c2ccccc2Cl)c2cc(F)ccc2N(C(C)(C)C(=O)OC)C1=S. RXN SMILES: [CH2:51]([Cl:52])[Cl:53].[CH3:1][O:2][C:3]([C:4]([N:5]1[C:6](=[O:26])[CH:7]([CH2:24][CH3:25])[N:8]=[C:9]([c:17]2[c:18]([Cl:23])[cH:19][cH:20][cH:21][cH:22]2)[c:10]2[c:11]1[cH:12][cH:13][c:14]([F:16])[cH:15]2)([CH3:27])[CH3:28])=[O:29].[OH2:50].[P:30]12(=[S:31])[S:32][P:33]3(=[S:43])[S:34][P:35](=[S:41])([S:36][P:37](=[S:40])([S:38]3)[S:39]1)[S:42]2.[cH:44]1[cH:45][cH:46][n:47][cH:48][cH:49]1>>[CH3:1][O:2][C:3]([C:4]([N:5]1[C:6](=[S:31])[CH:7]([CH2:24][CH3:25])[N:8]=[C:9]([c:17]2[c:18]([Cl:23])[cH:19][cH:20][cH:21][cH:22]2)[c:10]2[c:11]1[cH:12][cH:13][c:14]([F:16])[cH:15]2)([CH3:27])[CH3:28])=[O:29]. Reactants: [N+](=O)([O-])C1=CC=C2COC(=O)C2=C1 (6-Nitrophthalide), ( 1 ). Reagents/catalysts: [Pd] (palladium on carbon). The solvent is C(C)(=O)O (acetic acid). The product is NC1=CC=C2COC(=O)C2=C1 (6-aminophthalide). Reaction SMILES: [N+:1]([C:4]1[CH:13]=[C:12]2[C:7]([CH2:8][O:9][C:10]2=[O:11])=[CH:6][CH:5]=1)([O-])=O>C(O)(=O)C.[Pd]>[NH2:1][C:4]1[CH:13]=[C:12]2[C:7]([CH2:8][O:9][C:10]2=[O:11])=[CH:6][CH:5]=1. Procedure: 6-Nitrophthalide (14.0 g; J A Houbion, J A Miles and J A Paton, Organic Preparations and Procedures International, 11 (1), 27, 1979) in solution in acetic acid was hydrogenated over a palladium on carbon catalyst to give 6-aminophthalide (12.0 g; W R Vaughan and S L Baird, J. Amer. Chem. Soc. 68, 1314, 1946). 6-Aminophthalide (10.0 g) was converted, via the diazonium salt intermediate, to 6-chlorophthalide (8.5 g; J Tirouflet, Bull. soc. sci. Bretagne Spec. No 26, 7, 1951).